Task: describe an organic reaction: reactants, conditions, products, and yield. Dataset: the Open Reaction Database (ORD), a public repository of structured organic reaction records RXN SMILES: [CH3:1][n:2]1[n:3][c:4]([C:9]([F:10])([F:11])[F:12])[c:5]([CH3:8])[c:6]1[OH:7].[F:32][CH:33]([CH2:34][OH:35])[F:36].[O:37]=[C:38]([O:39][CH:40]([CH3:41])[CH3:42])[N:43]=[N:44][C:45]([O:46][CH:47]([CH3:48])[CH3:49])=[O:50].[O:51]1[CH2:52][CH2:53][CH2:54][CH2:55]1.[OH2:56].[c:13]1([P:14]([c:15]2[cH:16][cH:17][cH:18][cH:19][cH:20]2)[c:21]2[cH:22][cH:23][cH:24][cH:25][cH:26]2)[cH:27][cH:28][cH:29][cH:30][cH:31]1>>[CH3:1][n:2]1[n:3][c:4]([C:9]([F:10])([F:11])[F:12])[c:5]([CH3:8])[c:6]1[O:7][CH2:34][CH:33]([F:32])[F:36]. Reactants: Cc1c(C(F)(F)F)nn(C)c1O, OCC(F)F, CC(C)OC(=O)N=NC(=O)OC(C)C, C1CCOC1, O, c1ccc(P(c2ccccc2)c2ccccc2)cc1. Product: Cc1c(C(F)(F)F)nn(C)c1OCC(F)F. The yield is 78.6%. The product is CO[C@H]1[C@@H](CO[C@H]([C@@H]1O)CO)O (3-O-methyl-1,5-anhydro-L-glucitol). Starting materials: C(C1=CC=CC=C1)O[C@@H]1CO[C@H]([C@@H]([C@H]1OC)OCC1=CC=CC=C1)CO (2,4-di-O-benzyl-3-O-methyl-1,5-anhydro-L-glucitol), Na, N (ammonia), N (ammonia). Procedure: A solution of 2,4-di-O-benzyl-3-O-methyl-1,5-anhydro-L-glucitol (41.18 g, 115 mmole) in dry ether (80 ml) was added to a vigorously stirred solution of Na (15.8 g, 3.0 eq) in liquid ammonia under nitrogen atmosphere at -78° C. After 4 hr at the liquid ammonia boiling point (-33° C.), the blue reaction mixture was carefully quenched by the slow addition of MeOH until the blue color disappeared. After evaporation of the liquid ammonia, water-MeOH (1:1) mixture (500 ml) was added and the resulting ... Run in CCOCC (ether). Reaction SMILES: C([O:8][C@H:9]1[C@H:14]([O:15][CH3:16])[C@@H:13]([O:17]CC2C=CC=CC=2)[C@H:12]([CH2:25][OH:26])[O:11][CH2:10]1)C1C=CC=CC=1.N>CCOCC>[CH3:16][O:15][C@@H:14]1[C@@H:13]([OH:17])[C@H:12]([CH2:25][OH:26])[O:11][CH2:10][C@H:9]1[OH:8]. Reactants: BrC=1C=C(C(=NC1)C(C)=O)C(F)(F)F (1-(5-bromo-3-(trifluoromethyl)pyridin-2-yl)ethanone), [Br-].[Br-].[Br-].C1(=CC=CC=C1)[N+](C)(C)C.C1(=CC=CC=C1)[N+](C)(C)C.C1(=CC=CC=C1)[N+](C)(C)C (phenyltrimethyl-ammonium tribromide). Solvent: C1CCOC1 (THF). The product is BrCC(=O)C1=NC=C(C=C1C(F)(F)F)Br (2-Bromo-1-(5-bromo-3-(trifluoromethyl)pyridin-2-yl)ethanone). As a reaction SMILES: [Br:1][C:2]1[CH:3]=[C:4]([C:11]([F:14])([F:13])[F:12])[C:5]([C:8](=[O:10])[CH3:9])=[N:6][CH:7]=1.[Br-:15].[Br-].[Br-].C1([N+](C)(C)C)C=CC=CC=1.C1([N+](C)(C)C)C=CC=CC=1.C1([N+](C)(C)C)C=CC=CC=1>C1COCC1>[Br:15][CH2:9][C:8]([C:5]1[C:4]([C:11]([F:14])([F:12])[F:13])=[CH:3][C:2]([Br:1])=[CH:7][N:6]=1)=[O:10] |f:1.2.3.4.5.6|. Procedure: Dissolve 1-(5-bromo-3-(trifluoromethyl)pyridin-2-yl)ethanone (0.7 g, 0.0026 mol) in anhydrous THF at room temperature under N2 atmosphere. Add phenyltrimethyl-ammonium tribromide (1.47 g, 0.0039 moles, 1.5 eq.) to the reaction mixture and reflux overnight. Cool the reaction mixture to room temperature, filter the insoluble solid and concentrate the filtrate under vacuum. Purify by column chromatography to afford the title compound as a yellow oil. The reactants are ClC1=CC=CC=2N1N=C(C2C2=NC(=NC=C2)S(=O)C)C2=NC(=NC=C2)S(=O)C (7-chloro-2,3-bis[2-(methylsulfinyl)pyrimidin-4-yl]pyrazolo[1,5-a]pyridine), C(CCC)N (n-butylamine). Product: C(CCC)NC1=CC=CC=2N1N=C(C2C2=NC(=NC=C2)NCCCC)C2=NC(=NC=C2)NCCCC (N-Butyl-2,3-bis[2-(butylamino)pyrimidin-4-yl]pyrazolo[1,5-a]pyridin-7-amine). RXN SMILES: Cl[C:2]1[N:7]2[N:8]=[C:9]([C:20]3[CH:25]=[CH:24][N:23]=[C:22](S(C)=O)[N:21]=3)[C:10]([C:11]3[CH:16]=[CH:15][N:14]=[C:13](S(C)=O)[N:12]=3)=[C:6]2[CH:5]=[CH:4][CH:3]=1.[CH2:29]([NH2:33])[CH2:30][CH2:31][CH3:32]>>[CH2:29]([NH:33][C:2]1[N:7]2[N:8]=[C:9]([C:20]3[CH:25]=[CH:24][N:23]=[C:22]([NH:8][CH2:9][CH2:10][CH2:11][CH3:16])[N:21]=3)[C:10]([C:11]3[CH:16]=[CH:15][N:14]=[C:13]([NH:7][CH2:6][CH2:5][CH2:4][CH3:3])[N:12]=3)=[C:6]2[CH:5]=[CH:4][CH:3]=1)[CH2:30][CH2:31][CH3:32]. Procedure details: N-Butyl-2,3-bis[2-(butylamino)pyrimidin-4-yl]pyrazolo[1,5-a]pyridin-7-amine was prepared by treating 7-chloro-2,3-bis[2-(methylsulfinyl)pyrimidin-4-yl]pyrazolo[1,5-a]pyridine with n-butylamine as described in Example 7. 1H NMR, (400 MHz, CDCl3): δ 8.35 (d, 1H), 8.09 (d, 1H), 7.62 (d, 1H), 7.30 (t, 1H), 6.93 (m, 1H), 6.57 (d, 1H), 6.40 (d, 1H), 6.20 (d, 1H), 5.17 (m, 1H), 5.08 (m, 1H), 3.34–3.46 (m, 6H), 1.75 (m, 2H), 1.35–1.66 (m, 10H), 0.90–1.00 (m, 9H); MS m/z 488 (M+1).